This data is from the Open Reaction Database (ORD), a public repository of structured organic reaction records. The task is: describe an organic reaction: reactants, conditions, products, and yield Starting materials: CC(C)(C)OC(=O)c1cc2cc([N+](=O)[O-])ccc2[nH]1, C1CCOC1, CO, CS(C)=O. The product is CC(C)(C)OC(=O)c1cc2cc(N)ccc2[nH]1. As a reaction SMILES: [C:1]([CH3:2])([CH3:3])([CH3:4])[O:5][C:6](=[O:7])[c:8]1[nH:9][c:10]2[cH:11][cH:12][c:13]([N+:17]([O-:18])=[O:19])[cH:14][c:15]2[cH:16]1.[CH2:22]1[O:23][CH2:24][CH2:25][CH2:26]1.[CH3:20][OH:21].[CH3:27][S:28]([CH3:29])=[O:30]>>[C:1]([CH3:2])([CH3:3])([CH3:4])[O:5][C:6](=[O:7])[c:8]1[nH:9][c:10]2[cH:11][cH:12][c:13]([NH2:17])[cH:14][c:15]2[cH:16]1. Reaction SMILES: [C:1](=[O:2])([OH:3])[c:4]1[cH:5][c:6]([CH2:7][O:8][CH:9]2[CH2:10][N:11]([C:35](=[O:36])[O:37][C:38]([CH3:39])([CH3:40])[CH3:41])[CH2:12][CH2:13][CH:14]2[c:15]2[cH:16][cH:17][c:18]([O:21][CH2:22][CH2:23][CH2:24][O:25][CH2:26][c:27]3[c:28]([O:33][CH3:34])[cH:29][cH:30][cH:31][cH:32]3)[cH:19][cH:20]2)[cH:42][cH:43][c:44]1[CH3:45].[CH3:52][N:53]([CH3:54])[CH:55]=[O:56].[Cl:46][C:47]([C:48]([Cl:49])=[O:50])=[O:51].[Cl:57][CH2:58][Cl:59]>>[C:1](=[O:2])([c:4]1[cH:5][c:6]([CH2:7][O:8][CH:9]2[CH2:10][N:11]([C:35](=[O:36])[O:37][C:38]([CH3:39])([CH3:40])[CH3:41])[CH2:12][CH2:13][CH:14]2[c:15]2[cH:16][cH:17][c:18]([O:21][CH2:22][CH2:23][CH2:24][O:25][CH2:26][c:27]3[c:28]([O:33][CH3:34])[cH:29][cH:30][cH:31][cH:32]3)[cH:19][cH:20]2)[cH:42][cH:43][c:44]1[CH3:45])[Cl:46]. Product: COc1ccccc1COCCCOc1ccc(C2CCN(C(=O)OC(C)(C)C)CC2OCc2ccc(C)c(C(=O)Cl)c2)cc1. Reactants: COc1ccccc1COCCCOc1ccc(C2CCN(C(=O)OC(C)(C)C)CC2OCc2ccc(C)c(C(=O)O)c2)cc1, CN(C)C=O, O=C(Cl)C(=O)Cl, ClCCl. Reactants: FC=1C=C(C=CC1OCC1=CC(=CC=C1)F)[N+](=O)[O-] (3-fluoro-4-(3-fluoro-benzyloxy)-nitrobenzene), FC=1C=C(C=CC1[N+](=O)[O-])O (3-fluoro-4-nitrophenol), FC=1C=C(CBr)C=CC1 (3-fluorobenzyl bromide). Product: FC1=C(C=CC(=C1)OCC1=CC(=CC=C1)F)[N+](=O)[O-] (2-Fluoro-4-(3-fluoro-benzyloxy)-nitrobenzene). Reaction SMILES: F[C:2]1[CH:3]=[C:4]([N+:17]([O-:19])=[O:18])[CH:5]=[CH:6][C:7]=1[O:8][CH2:9][C:10]1[CH:15]=[CH:14][CH:13]=[C:12]([F:16])[CH:11]=1.[F:20]C1C=C(O)C=CC=1[N+]([O-])=O.FC1C=C(C=CC=1)CBr>>[F:20][C:5]1[CH:6]=[C:7]([O:8][CH2:9][C:10]2[CH:15]=[CH:14][CH:13]=[C:12]([F:16])[CH:11]=2)[CH:2]=[CH:3][C:4]=1[N+:17]([O-:19])=[O:18]. Procedure: Prepared in analogy to 3-fluoro-4-(3-fluoro-benzyloxy)-nitrobenzene, starting from 3-fluoro-4-nitrophenol and 3-fluorobenzyl bromide. Yield after recrystallisation from diethyl ether/hexane: 100% of a white solid. MS: m/e=265.0 (M+). Reactants: N1=CC=CC2=CC(=CC=C12)NN=C(C#N)C#N (2-(quinolin-6-ylhydrazono)malononitrile), O.NN (hydrazine hydrate), NC=1C=C2C=CC=NC2=CC1 (6-aminoquinoline), C(CC#N)#N (malononitrile). Yields the product N1=CC=CC2=CC(=CC=C12)NN=C1C(=NN=C1N)N (4-(quinolin-6-ylhydrazono)-4H-pyrazole-3,5-diamine). The yield is 20.0%. RXN SMILES: N1C2C(=CC(N[N:12]=[C:13]([C:16]#[N:17])[C:14]#[N:15])=CC=2)C=CC=1.[NH2:18][C:19]1[CH:20]=[C:21]2[C:26](=[CH:27][CH:28]=1)[N:25]=[CH:24][CH:23]=[CH:22]2.C(#N)CC#N.O.[NH2:35][NH2:36]>>[N:25]1[C:26]2[C:21](=[CH:20][C:19]([NH:18][N:12]=[C:13]3[C:14]([NH2:15])=[N:36][N:35]=[C:16]3[NH2:17])=[CH:28][CH:27]=2)[CH:22]=[CH:23][CH:24]=1 |f:3.4|. Procedure details: 4-(Quinolin-6-ylhydrazono)-4H-pyrazole-3,5-diamine was prepared using 2-(quinolin-6-ylhydrazono)malononitrile (0.11 g, 0.5 mmol) which was derived from 6-aminoquinoline (0.144 g, 1.0 mmol) and malononitrile (1.5 mmol) in a manner similar to that described in Example 2, and hydrazine hydrate. The resulting solid was isolated by filtration and purified by flash chromatography to yield 0.025 g (20%) of the title compound as an orange solid; 1H NMR (ppm, 200 MHz, DMSO-d6) δ 5.95 (br s, 2H), 6.45 (br... The reactants are C(C)(C)(C)OC(=O)N1[C@@H](CCC1)COC1=C(C=C(C(=O)OC)C=C1)C(=O)OC (dimethyl (S)-4-[1-(tert-butoxycarbonyl)-2-pyrrolidinylmethoxy]isophthalate), C(=O)(C(F)(F)F)O (TFA). Run in C(Cl)Cl (CH2Cl2). Reaction conditions: time 1.5 hour. Yields the product N1[C@@H](CCC1)COC1=C(C=C(C(=O)OC)C=C1)C(=O)OC (dimethyl (S)4-(2-pyrrolidinylmethoxy)isophthalate). Isolated yield 53.4%. Reaction SMILES: C(OC([N:8]1[CH2:12][CH2:11][CH2:10][C@H:9]1[CH2:13][O:14][C:15]1[CH:24]=[CH:23][C:18]([C:19]([O:21][CH3:22])=[O:20])=[CH:17][C:16]=1[C:25]([O:27][CH3:28])=[O:26])=O)(C)(C)C.C(O)(C(F)(F)F)=O>C(Cl)Cl>[NH:8]1[CH2:12][CH2:11][CH2:10][C@H:9]1[CH2:13][O:14][C:15]1[CH:24]=[CH:23][C:18]([C:19]([O:21][CH3:22])=[O:20])=[CH:17][C:16]=1[C:25]([O:27][CH3:28])=[O:26]. Procedure details: A mixture of dimethyl (S)-4-[1-(tert-butoxycarbonyl)-2-pyrrolidinylmethoxy]isophthalate (2.01 g, 5.11 mmol), TFA (20 mL), and CH2Cl2 (25 mL) was stirred for 1.5 hr at room temp. The resulting mixture was concentrated in vacuo and made basic with sat. NaHCO3. The mixture was extracted with CH2Cl2, washed with brine, dried over Na2CO3, and evaporated. The residue was purified by column chromatography on silica-gel with CHCl3—MeOH (9:1, v/v) as eluent to give 0.80 g (53%) dimethyl (S)4-(2-pyrrolidi...